From a dataset of the Open Reaction Database (ORD), a public repository of structured organic reaction records. describe an organic reaction: reactants, conditions, products, and yield The reactants are OC1=C(C=NC2=CC=C(C=C12)CC1CCOCC1)C(=O)OCC (ethyl 4-hydroxy-6-(tetrahydro-2H-pyran-4-ylmethyl)-3-quinolinecarboxylate), ClC1=CC=C(CN)C=C1 (4-chlorobenzylamine). The solvent is Hexanes, C(Cl)Cl (CH2Cl2). Conditions: temperature 65 celsius. Product: ClC1=CC=C(CNC(=O)C=2C=NC3=CC=C(C=C3C2O)CC2CCOCC2)C=C1 (N-(4-chlorobenzyl)-4-hydroxy-6-(tetrahydro-2H-pyran-4-ylmethyl)-3-quinolinecarboxamide). RXN SMILES: [OH:1][C:2]1[C:11]2[C:6](=[CH:7][CH:8]=[C:9]([CH2:12][CH:13]3[CH2:18][CH2:17][O:16][CH2:15][CH2:14]3)[CH:10]=2)[N:5]=[CH:4][C:3]=1[C:19](OCC)=[O:20].[Cl:24][C:25]1[CH:32]=[CH:31][C:28]([CH2:29][NH2:30])=[CH:27][CH:26]=1>C(Cl)Cl>[Cl:24][C:25]1[CH:32]=[CH:31][C:28]([CH2:29][NH:30][C:19]([C:3]2[CH:4]=[N:5][C:6]3[C:11]([C:2]=2[OH:1])=[CH:10][C:9]([CH2:12][CH:13]2[CH2:18][CH2:17][O:16][CH2:15][CH2:14]2)=[CH:8][CH:7]=3)=[O:20])=[CH:27][CH:26]=1. Reported procedure: A solution of ethyl 4-hydroxy-6-(tetrahydro-2H-pyran-4-ylmethyl)-3-quinolinecarboxylate (0.315 g) from Preparation No. 51 and 4-chlorobenzylamine (0.61 nL) is heated to 180° C. for 1 h. The reaction mixture is cooled to 65° C. and diluted with CH2Cl2. Hexanes are added to initiate precipitation of the product. The resulting solid is collected and dried to yield 0.33 g of N-(4-chlorobenzyl)-4-hydroxy-6-(tetrahydro-2H-pyran-4-ylmethyl)-3-quinolinecarboxamide as an off-white solid.